This data is from the Open Reaction Database (ORD), a public repository of structured organic reaction records. The task is: describe an organic reaction: reactants, conditions, products, and yield Starting materials: O=C(OOC(=O)c1ccccc1)c1ccccc1, ClC(Cl)(Cl)Cl, Cc1ccc(F)c(OCC(F)(F)F)c1, O=C1CCC(=O)N1Br. Product: Fc1ccc(CBr)cc1OCC(F)(F)F. RXN SMILES: [C:23]([O:24][O:25][C:26](=[O:27])[c:28]1[cH:29][cH:30][cH:31][cH:32][cH:33]1)(=[O:34])[c:35]1[cH:36][cH:37][cH:38][cH:39][cH:40]1.[Cl:41][C:42]([Cl:43])([Cl:44])[Cl:45].[F:1][c:2]1[c:3]([O:9][CH2:10][C:11]([F:12])([F:13])[F:14])[cH:4][c:5]([CH3:8])[cH:6][cH:7]1.[O:15]=[C:16]1[N:17]([Br:22])[C:18](=[O:19])[CH2:20][CH2:21]1>>[F:1][c:2]1[c:3]([O:9][CH2:10][C:11]([F:12])([F:13])[F:14])[cH:4][c:5]([CH2:8][Br:22])[cH:6][cH:7]1. Reactants: NCC(C)O ((RS)-1-amino-2-propanol), O=CCC1C(C2=CC(=CC=C2C1)OCC(C)C)=O ((RS)-2-(2-oxoethyl)-6-isobutoxy-1-indanone), O (water). The reagents and catalysts are C1(=CC=C(C=C1)S(=O)(=O)O)C (p-toluenesulfonic acid). Run in C1(=CC=CC=C1)C (toluene), C1(=CC=CC=C1)C (toluene). Run at time 45 minute. The product is C(C(C)C)OC1=CC=C2CC3=C(N(C=C3)CC(C)O)C2=C1 ((RS)-1-(7-isobutoxy-1,4-dihydro-indeno[1,2-b]pyrrol-1-yl)-propan-2-ol). Isolated yield 57.0%. RXN SMILES: O=[CH:2][CH2:3][CH:4]1[CH2:12][C:11]2[C:6](=[CH:7][C:8]([O:13][CH2:14][CH:15]([CH3:17])[CH3:16])=[CH:9][CH:10]=2)[C:5]1=O.O.[NH2:20][CH2:21][CH:22]([OH:24])[CH3:23]>C1(C)C=CC=CC=1.C1(C)C=CC(S(O)(=O)=O)=CC=1>[CH2:14]([O:13][C:8]1[CH:7]=[C:6]2[C:11]([CH2:12][C:4]3[CH:3]=[CH:2][N:20]([CH2:21][CH:22]([OH:24])[CH3:23])[C:5]=32)=[CH:10][CH:9]=1)[CH:15]([CH3:17])[CH3:16]. Procedure details: A solution of 2.3 g of (RS)-2-(2-oxoethyl)-6-isobutoxy-1-indanone and 70 mg of p-toluenesulfonic acid in 70 ml of anhydrous toluene was heated on a water separator. A solution of 2.93 g of (RS)-1-amino-2-propanol in 20 ml of anhydrous toluene was added dropwise to the boiling solution over a period of 5 minutes. Subsequently, the mixture was boiled for an additional 45 minutes, during which the solvent was reduced to a volume of 20 ml. The cooled reaction mixture was purified by column chromatog... Starting materials: CCCOc1ccnc(CBr)c1OC, CN(C)C=O, ClC(Cl)Cl, [K], Sc1nc2ccccc2[nH]1. Yields the product CCCOc1ccnc(CSc2nc3ccccc3[nH]2)c1OC. Reaction SMILES: [Br:12][CH2:13][c:14]1[n:15][cH:16][cH:17][c:18]([O:22][CH2:23][CH2:24][CH3:25])[c:19]1[O:20][CH3:21].[CH3:26][N:27]([CH3:28])[CH:29]=[O:30].[CH:31]([Cl:32])([Cl:33])[Cl:34].[K:1].[SH:2][c:3]1[nH:4][c:5]2[c:6]([n:7]1)[cH:8][cH:9][cH:10][cH:11]2>>[S:2]([c:3]1[nH:4][c:5]2[c:6]([n:7]1)[cH:8][cH:9][cH:10][cH:11]2)[CH2:13][c:14]1[n:15][cH:16][cH:17][c:18]([O:22][CH2:23][CH2:24][CH3:25])[c:19]1[O:20][CH3:21]. Starting materials: O.OC1=CC=C(C=C1)N(C(=N)N)CCCCCC(=O)O.OC1=CC=C(C=C1)N(C(=N)N)CCCCCC(=O)O (ε-(N-p-hydroxyphenylguanidino)caproic acid hemihydrate), Cl (hydrochloric acid). Conditions: time 15 minute. Yields the product O.Cl.OC1=CC=C(C=C1)N(C(=N)N)CCCCCC(=O)[N-]CCCCCCCCCC (ε-(N-p-hydroxyphenylguanidino) caproyl-n-decyl amide hydrochloride monohydrate). Yield: 60.8%. As a reaction SMILES: O.[OH:2]C1C=CC([N:9]([CH2:13][CH2:14][CH2:15][CH2:16][CH2:17][C:18](O)=O)C(N)=N)=CC=1.[OH:21][C:22]1[CH:27]=[CH:26][C:25]([N:28]([CH2:32][CH2:33][CH2:34][CH2:35][CH2:36][C:37]([OH:39])=O)[C:29]([NH2:31])=[NH:30])=[CH:24][CH:23]=1.[ClH:40]>>[OH2:2].[ClH:40].[OH:21][C:22]1[CH:23]=[CH:24][C:25]([N:28]([CH2:32][CH2:33][CH2:34][CH2:35][CH2:36][C:37]([N-:9][CH2:13][CH2:14][CH2:15][CH2:16][CH2:17][CH2:18][CH2:13][CH2:14][CH2:15][CH3:16])=[O:39])[C:29]([NH2:31])=[NH:30])=[CH:26][CH:27]=1 |f:0.1.2,4.5.6|. Procedure: 2.7 g of ε-(N-p-hydroxyphenylguanidino)caproic acid hemihydrate was dissolved in dilute hydrochloric acid and concentrated under reduced pressure. The residue was dissolved in 30 ml of N,N-dimethylformamide and to the solution kept at 0° to 5°C was added dropwise 0.96 ml of ethylchloroformate and then 1.39 ml of triethylamine. After the mixture was stirred for 15 minutes, 1.6 g of n-decylamine was added dropwise to the mixture at 0° to 5°C. Thereafter, the reaction was carried out in the same ma... Product: CC(CCN1c2cccc3cccc(c23)S1(=O)=O)N1CCN(c2ccc(F)cc2)CC1. Reactants: CC(CCBr)N1CCN(c2ccc(F)cc2)CC1, CN(C)C=O, [H-], [Na+], O=S1(=O)Nc2cccc3cccc1c23. Reaction SMILES: [Br:17][CH2:18][CH2:19][CH:20]([CH3:21])[N:22]1[CH2:23][CH2:24][N:25]([c:28]2[cH:29][cH:30][c:31]([F:34])[cH:32][cH:33]2)[CH2:26][CH2:27]1.[CH3:35][N:36]([CH3:37])[CH:38]=[O:39].[H-:15].[Na+:16].[S:1]1(=[O:13])(=[O:14])[NH:2][c:3]2[c:4]3[c:5]1[cH:6][cH:7][cH:8][c:9]3[cH:10][cH:11][cH:12]2>>[S:1]1(=[O:13])(=[O:14])[N:2]([CH2:18][CH2:19][CH:20]([CH3:21])[N:22]2[CH2:23][CH2:24][N:25]([c:28]3[cH:29][cH:30][c:31]([F:34])[cH:32][cH:33]3)[CH2:26][CH2:27]2)[c:3]2[c:4]3[c:5]1[cH:6][cH:7][cH:8][c:9]3[cH:10][cH:11][cH:12]2. The reactants are CS(=O)(=O)NCCCCCCC(=O)OCC (ethyl 7-(methanesulfonamido)heptanoate), C(C)(=O)OC(CCCN(S(=O)(=O)CC)CCCCCCC(=O)OCC)CCCCC (ethyl 7-[N-(4-acetoxynonyl)ethanesulfonamido]heptanoate), C(C)S(=O)(=O)NCCCCCCC(=O)OCC (ethyl 7-ethanesulfonamidoheptanoate), product. The product is O[C@@H](C#CCN(S(=O)(=O)C)CCCCCCC(=O)O)CCCCC (7-[N-(4(R)-hydroxy-2-nonynyl)methanesulfonamido]heptanoic acid). RXN SMILES: CS(NCCCCCCC(OCC)=O)(=O)=O.C(S(NCCCCCCC(OCC)=O)(=O)=O)C.C([O:37][CH:38]([CH2:59][CH2:60][CH2:61][CH2:62][CH3:63])[CH2:39][CH2:40][CH2:41][N:42]([CH2:48][CH2:49][CH2:50][CH2:51][CH2:52][CH2:53][C:54]([O:56]CC)=[O:55])[S:43]([CH2:46]C)(=[O:45])=[O:44])(=O)C>>[OH:37][C@H:38]([CH2:59][CH2:60][CH2:61][CH2:62][CH3:63])[C:39]#[C:40][CH2:41][N:42]([CH2:48][CH2:49][CH2:50][CH2:51][CH2:52][CH2:53][C:54]([OH:56])=[O:55])[S:43]([CH3:46])(=[O:44])=[O:45]. Reported procedure: The synthesis of this compound is carried out as described in Example 1 except that, in Step A, the ethyl 7-(methanesulfonamido)heptanoate is replaced by an equimolar amount of ethyl 7-ethanesulfonamidoheptanoate (Example P). The product of Step A is thus ethyl 7-[N-(4-acetoxynonyl)ethanesulfonamido]heptanoate. The subsequent step yields 7-[N-(4-hydroxynonyl)ethanesulfonamido]heptanoic acid (B). Starting materials: FC(C(=O)O)(F)F.ClC1=CN=C(C2=CC(=CC=C12)S(=O)(=O)NC1(CCCC1)C(=O)O)NC(=N)N (N-[(4-chloro-1-guanidino-7-isoquinolinyl)sulphonyl]cycloleucine trifluoroacetate), Cl.NC(=N)N (guanidine hydrochloride), C(C)OC(C1(NS(=O)(=O)C2=CC=C3C(=CNC(C3=C2)(NC(=N)N)Cl)Cl)CCCC1)=O (N-[(1,4-Dichloro-1-guanidino-7-isoquinolinyl)sulphonyl]-cycloleucine ethyl ester). Run in CS(=O)C (DMSO). Reaction conditions: temperature 40 celsius. The product is C(C)OC(C1(NS(=O)(=O)C2=CC=C3C(=CN=C(C3=C2)NC(=N)N)Cl)CCCC1)=O (N-[(4-chloro-1-guanidino-7-isoquinolinyl)sulphonyl]cyclo-leucine ethyl ester). Isolated yield 21.8%. RXN SMILES: FC(F)(F)C(O)=O.ClC1C2C(=CC(S(NC3(C(O)=O)CCCC3)(=O)=O)=CC=2)C(NC(N)=N)=NC=1.Cl.NC(N)=N.[CH2:40]([O:42][C:43](=[O:69])[C:44]1([CH2:68][CH2:67][CH2:66][CH2:65]1)[NH:45][S:46]([C:49]1[CH:58]=[C:57]2[C:52]([C:53]([Cl:64])=[CH:54][NH:55][C:56]2(Cl)[NH:59][C:60]([NH2:62])=[NH:61])=[CH:51][CH:50]=1)(=[O:48])=[O:47])[CH3:41]>CS(C)=O>[CH2:40]([O:42][C:43](=[O:69])[C:44]1([CH2:65][CH2:66][CH2:67][CH2:68]1)[NH:45][S:46]([C:49]1[CH:58]=[C:57]2[C:52]([C:53]([Cl:64])=[CH:54][N:55]=[C:56]2[NH:59][C:60]([NH2:62])=[NH:61])=[CH:51][CH:50]=1)(=[O:47])=[O:48])[CH3:41] |f:0.1,2.3|. Procedure: N-[(4-chloro-1-guanidino-7-isoquinolinyl)sulphonyl]cycloleucine trifluoroacetate ##STR48## NaH (1.12 g, 80% dispersion by wt in mineral oil, 37.3 mmol) was added portionwise to a stirred suspension of guanidine hydrochloride (5.85 g, 59.4 mmol) in DMSO (320 mL) and the mixture was heated at 30-50° C. under N2 for 30 min. N-[(1,4-Dichloro-1-guanidino-7-isoquinolinyl)sulphonyl]-cycloleucine ethyl ester (6.2 g, 14.9 mmol) was added in one portion and the mixture heated at 80° C. for 8 h. The cooled... The reactants are C(=O)([O-])[O-].[K+].[K+] (K2CO3), [N+](=O)([O-])C=1C=C(C(=NC1)CC#N)C(F)(F)F (2-(5-nitro-3-(trifluoromethyl) pyridine-2-yl)acetonitrile), CI (MeI). Solvent: CC#N (MeCN). Reaction conditions: temperature 40 celsius, time 10 hour. The product is [N+](=O)([O-])C=1C=C(C(=NC1)C(C#N)C)C(F)(F)F (2-(5-nitro-3-(trifluoromethyl)pyridin-2-yl)propanenitrile). Yield: 34.7%. RXN SMILES: C([O-])([O-])=O.[K+].[K+].[N+:7]([C:10]1[CH:11]=[C:12]([C:19]([F:22])([F:21])[F:20])[C:13]([CH2:16][C:17]#[N:18])=[N:14][CH:15]=1)([O-:9])=[O:8].[CH3:23]I>CC#N>[N+:7]([C:10]1[CH:11]=[C:12]([C:19]([F:22])([F:20])[F:21])[C:13]([CH:16]([CH3:23])[C:17]#[N:18])=[N:14][CH:15]=1)([O-:9])=[O:8] |f:0.1.2|. Procedure details: K2CO3 (359 mg, 2.60 mmol) was added to a solution of 2-(5-nitro-3-(trifluoromethyl) pyridine-2-yl)acetonitrile (200 mg, 0.865 mmol) in MeCN (10 mL). MeI (3071 mg, 21.63 mmol) was added and the mixture was stirred at 40° C. for 10 h. Then the solution was concentrated and distributed between EA and saturated NaHCO3 solution. The combined organic extract was washed with brine, dried over MgSO4, filtered and concentrated. The crude material was purified by preparative TLC (PE/EA=5:1, Rf=0.5) to yie...